Task: describe an organic reaction: reactants, conditions, products, and yield. Dataset: the Open Reaction Database (ORD), a public repository of structured organic reaction records Reactants: CC(C)c1ccc2[nH]c(=O)n(C3CCN(C(=O)OC(C)(C)C)CC3)c2c1, CO, CCO, Cl. The product is CC(C)c1ccc2[nH]c(=O)n(C3CCNCC3)c2c1, Cl. As a reaction SMILES: [CH3:1][CH:2]([CH3:3])[c:4]1[cH:5][cH:6][c:7]2[c:8]([n:9]([CH:13]3[CH2:14][CH2:15][N:16]([C:19]([O:20][C:21]([CH3:22])([CH3:23])[CH3:24])=[O:25])[CH2:17][CH2:18]3)[c:10](=[O:12])[nH:11]2)[cH:26]1.[CH3:28][OH:29].[CH3:30][CH2:31][OH:32].[ClH:27]>>[CH3:1][CH:2]([CH3:3])[c:4]1[cH:5][cH:6][c:7]2[c:8]([n:9]([CH:13]3[CH2:14][CH2:15][NH:16][CH2:17][CH2:18]3)[c:10](=[O:12])[nH:11]2)[cH:26]1.[ClH:27].